From a dataset of the Open Reaction Database (ORD), a public repository of structured organic reaction records. describe an organic reaction: reactants, conditions, products, and yield The reactants are CC(C=O)(C)C (trimethylacetaldehyde), C[Si](C#CB1C2CCCC1CCC2)(C)C (B-(2-(trimethylsilyl)ethynyl)-9-borabicyclo[3.3.1]nonane), C(O)CN (ethanolamine), C(C)OCC (ethyl ether). Run in CCCCC (pentane), CO (methanol). Conditions: time 5 day. Product: CC(C(C#C[Si](C)(C)C)O)(C)C (4,4-Dimethyl-1-trimethylsilyl-1-pentyn-3-ol). The yield is 93.0%. As a reaction SMILES: [CH3:1][Si:2]([CH3:15])([CH3:14])[C:3]#[C:4]B1C2CCCC1CCC2.[CH3:16][C:17]([CH3:21])([CH3:20])[CH:18]=[O:19].C(OCC)C.C(CN)O>CCCCC.CO>[CH3:16][C:17]([CH3:21])([CH3:20])[CH:18]([OH:19])[C:4]#[C:3][Si:2]([CH3:1])([CH3:14])[CH3:15]. Procedure: Dissolve B-(2-(trimethylsilyl)ethynyl)-9-borabicyclo[3.3.1]nonane.tetrahydrofuran complex (2.13 g, 7.3 mmol) in pentane (25 mL) and add trimethylacetaldehyde (795 μL, 7.3 mmol). Stir at room temperature for 5 days. Remove the solvent under a positive nitrogen pressure to give a yellow solid. Add ethyl ether (30 mL) and methanol (500 μL). Cool to 0° C. and add, by dropwise addition, ethanolamine (440 μL, 7.3 mmol). Stir overnight, centrifuge the reaction mixture and separate the clear supernatant... As a reaction SMILES: [C:1]([O:7][CH2:8][CH3:9])(=[O:6])[CH2:2][C:3]([CH3:5])=[O:4].[F:10][C:11]1[CH:16]=[CH:15][C:14]([C:17]([C:34]2[CH:39]=[CH:38][C:37]([F:40])=[CH:36][CH:35]=2)=[C:18]([C:23]2[N:27]([CH2:28][O:29][CH2:30][CH2:31][O:32][CH3:33])[N:26]=[N:25][N:24]=2)[CH:19]=[CH:20][CH:21]=[O:22])=[CH:13][CH:12]=1>O1CCCC1>[F:10][C:11]1[CH:16]=[CH:15][C:14]([C:17]([C:34]2[CH:39]=[CH:38][C:37]([F:40])=[CH:36][CH:35]=2)=[C:18]([C:23]2[N:27]([CH2:28][O:29][CH2:30][CH2:31][O:32][CH3:33])[N:26]=[N:25][N:24]=2)[CH:19]=[CH:20][CH:21]([OH:22])[CH2:5][C:3](=[O:4])[CH2:2][C:1]([O:7][CH2:8][CH3:9])=[O:6])=[CH:13][CH:12]=1. Reactants: C(CC(=O)C)(=O)OCC (Ethyl acetoacetate), solution, FC1=CC=C(C=C1)C(=C(C=CC=O)C1=NN=NN1COCCOC)C1=CC=C(C=C1)F (5,5-bis(4-fluorophenyl)-4-[1-(2-methoxyethoxy)methyl-1H-tetrazol-5-yl]-2,4-pentadienal). Procedure details: Ethyl acetoacetate dianion (2.6 mL of a freshly prepared 1M solution as described in Example 10) was added to a solution of 5,5-bis(4-fluorophenyl)-4-[1-(2-methoxyethoxy)methyl-1H-tetrazol-5-yl]-2,4-pentadienal (1.1 g, 2.6 mmoles) in 15 mL of tetrahydrofuran at -40° C. After stirring for 2 hours, analytical TLC eluted with 25% (v/v) ethyl acetate in hexane showed starting aldehyde and therefore, another 1.2 mL of dianion solution was added. The reaction mixture was allowed to warm to 0° C. and t... The product is FC1=CC=C(C=C1)C(=C(C=CC(CC(CC(=O)OCC)=O)O)C1=NN=NN1COCCOC)C1=CC=C(C=C1)F (Ethyl 9,9-bis(4-fluorophenyl)-5-hydroxy-8-[1-(2-methoxyethoxy)methyl-1H-tetrazol-5-yl]-3-oxo-6,8-nonadienoate). Run at temperature 0 celsius, time 2 hour. The solvent is O1CCCC1 (tetrahydrofuran). Starting materials: NC1=NC=C(C#N)C(=C1)Cl (6-Amino-4-chloronicotinonitrile), C1N(CCC12CCNCC2)C(=O)OC(C)(C)C (tert-butyl 2,8-diazaspiro[4.5]decane-2-carboxylate), intermediate 42. The product is NC1=NC=C(C(=C1)N1CCC2(CCN(C2)C(=O)OC(C)(C)C)CC1)C#N (tert-butyl 8-(2-amino-5-cyanopyridin-4-yl)-2,8-diazaspiro[4.5]decane-2-carboxylate). RXN SMILES: [NH2:1][C:2]1[CH:9]=[C:8](Cl)[C:5]([C:6]#[N:7])=[CH:4][N:3]=1.[CH2:11]1[C:15]2([CH2:20][CH2:19][NH:18][CH2:17][CH2:16]2)[CH2:14][CH2:13][N:12]1[C:21]([O:23][C:24]([CH3:27])([CH3:26])[CH3:25])=[O:22]>>[NH2:1][C:2]1[CH:9]=[C:8]([N:18]2[CH2:19][CH2:20][C:15]3([CH2:11][N:12]([C:21]([O:23][C:24]([CH3:25])([CH3:26])[CH3:27])=[O:22])[CH2:13][CH2:14]3)[CH2:16][CH2:17]2)[C:5]([C:6]#[N:7])=[CH:4][N:3]=1. Procedure details: From intermediate 16 and tert-butyl 2,8-diazaspiro[4.5]decane-2-carboxylate, reacted in an analogous manner to the preparation of intermediate 42. 1H NMR (400 MHz, DMSO-d6) δ 8.06 (s, 1H), 6.66 (s, 2H), 5.90 (s, 1H), 3.10-3.32 (s, 8H), 1.69-1.79 (m, 2H), 1.52-1.66 (m, 4H), 1.40 (s, 9H). The reactants are C(CCCCCCCCCCCCCCC)N (hexadecylamine), ClC(C)Cl (dichloroethane), ClCCl (dichloromethane), ClC1=C(C=C(C=C1)S(=O)(=O)Cl)[N+](=O)[O-] (4-chloro-3-nitrobenzenesulfonyl chloride). Run in C(C)N(CC)CC (triethylamine). Run at temperature 0 celsius. Yields the product ClC1=C(C=C(C=C1)S(=O)(=O)NCCCCCCCCCCCCCCCC)[N+](=O)[O-] (4-chloro-3-nitro-N-hexadecylbenzenesulfonamide). Yield: 89.0%. As a reaction SMILES: ClCCl.[Cl:4][C:5]1[CH:10]=[CH:9][C:8]([S:11](Cl)(=[O:13])=[O:12])=[CH:7][C:6]=1[N+:15]([O-:17])=[O:16].[CH2:18]([NH2:34])[CH2:19][CH2:20][CH2:21][CH2:22][CH2:23][CH2:24][CH2:25][CH2:26][CH2:27][CH2:28][CH2:29][CH2:30][CH2:31][CH2:32][CH3:33].ClC(Cl)C>C(N(CC)CC)C>[Cl:4][C:5]1[CH:10]=[CH:9][C:8]([S:11]([NH:34][CH2:18][CH2:19][CH2:20][CH2:21][CH2:22][CH2:23][CH2:24][CH2:25][CH2:26][CH2:27][CH2:28][CH2:29][CH2:30][CH2:31][CH2:32][CH3:33])(=[O:13])=[O:12])=[CH:7][C:6]=1[N+:15]([O-:17])=[O:16]. Procedure details: To one liter of dichloromethane was added 800 g of 4-chloro-3-nitrobenzenesulfonyl chloride prepared in the above step and the mixture was cooled to 0° C. Then, a mixture of 600 g of hexadecylamine, 251 ml of triethylamine, and 780 ml of dichloroethane was added dropwise to the mixture at 20° C. to 30° C. After performing the reaction for 2 hours at room temperature, the dichloromethane was distilled off from the reaction mixture under reduced pressure and the residue was dissolved in 3 liters o... The reactants are Cl.NO (hydroxylamine hydrochloride), [OH-].[Na+] (sodium hydroxide), C(C)OC(C)=C(C#N)C#N (2-(1-ethoxy-ethylidene)-malononitrile). The solvent is O (water). Reaction conditions: time 18 hour. Product: NC1=C(C(=NO1)C)C#N (5-Amino-3-methyl-isoxazole-4-carbonitrile). Isolated yield 72.7%. RXN SMILES: Cl.[NH2:2][OH:3].[OH-].[Na+].C(O[C:9](=[C:11]([C:14]#[N:15])[C:12]#[N:13])[CH3:10])C>O>[NH2:13][C:12]1[O:3][N:2]=[C:9]([CH3:10])[C:11]=1[C:14]#[N:15] |f:0.1,2.3|. Procedure: A mixture of hydroxylamine hydrochloride (27.8 g, 0.4 mol) and sodium hydroxide (16.0 g, 0.4 mol) in water (1000 mL) was treated with 2-(1-ethoxy-ethylidene)-malononitrile (54.42 g, 0.4 mol) over 1 h. After the addition, the reaction mixture was stirred at room temperature for 18 h. The resulting suspension was collected, washed with cold EtOAc (1000 mL) and air dried to afford the desired product as a white solid (35.8 g, 72%); 1H NMR (DMSO-d6) δ 8.32 (s, 2 H), 2.1 (s, 3H).